The task is: describe an organic reaction: reactants, conditions, products, and yield. This data is from the Open Reaction Database (ORD), a public repository of structured organic reaction records. Starting materials: CN1N=C(C(=C1NCC(C)(C)C)N=O)C ((2,5-Dimethyl-4-nitroso-2H-pyrazol-3-yl)-(2,2-dimethyl-propyl)-amine). The reagents and catalysts are [Pd] (Pd/C). Run in CCOC(=O)C (EtOAc). Run at temperature 23 celsius, time 4 hour. Product: CC(CNC=1N(N=C(C1N)C)C)(C)C (N(3)-(2,2-Dimethyl-propyl)-2,5-dimethyl-2H-pyrazole-3,4-diamine). Isolated yield 89.0%. Reaction SMILES: [CH3:1][N:2]1[C:6]([NH:7][CH2:8][C:9]([CH3:12])([CH3:11])[CH3:10])=[C:5]([N:13]=O)[C:4]([CH3:15])=[N:3]1>[Pd].CCOC(C)=O>[CH3:10][C:9]([CH3:12])([CH3:11])[CH2:8][NH:7][C:6]1[N:2]([CH3:1])[N:3]=[C:4]([CH3:15])[C:5]=1[NH2:13]. Procedure: (2,5-Dimethyl-4-nitroso-2H-pyrazol-3-yl)-(2,2-dimethyl-propyl)-amine (3.44 g, 16.36 mmol), 400 mg of 10% Pd/C and 60 mL EtOAc were placed under a balloon of H2 and stirred at 23° C. After 4 h, the reaction mixture was filtered through Celite and evaporated to an orange oil. Flash chromatography on silica gel, eluting with CHCl3/MeOH (20/1), gave a yellow solid. Recrystallization from hot hexanes/EtOAc gave 2.86 g (14.57 mmol, an 89% yield) of the title compound as an off-white crystalline solid.... Reactants: [OH-].[Na+] (sodium hydroxide), Cl (hydrochloric acid), COC=1C=C(C=CC1N1C=NC(=C1)C)NC(=S)N ([3-methoxy-4-(4-methyl-imidazol-1-yl)-phenyl]-thiourea), IC (iodomethane), C1(=CC=CC=C1)CC(=O)NN (Phenylacetic acid hydrazide). Solvent: C(C)OCC (diethyl ether), CC(=O)C (acetone). Conditions: temperature 20 celsius, time 16 hour. Yields the product C(C1=CC=CC=C1)C=1NC(=NN1)NC1=CC(=C(C=C1)N1C=NC(=C1)C)OC ((5-Benzyl-4H-[1,2,4]triazol-3-yl)-[3-methoxy-4-(4-methyl-imidazol-1-yl)-phenyl]-amine). Isolated yield 26.7%. Reaction SMILES: [CH3:1][O:2][C:3]1[CH:4]=[C:5]([NH:15][C:16]([NH2:18])=S)[CH:6]=[CH:7][C:8]=1[N:9]1[CH:13]=[C:12]([CH3:14])[N:11]=[CH:10]1.IC.[C:21]1([CH2:27][C:28]([NH:30][NH2:31])=O)[CH:26]=[CH:25][CH:24]=[CH:23][CH:22]=1.[OH-].[Na+].Cl>CC(C)=O.C(OCC)C>[CH2:27]([C:28]1[NH:18][C:16]([NH:15][C:5]2[CH:6]=[CH:7][C:8]([N:9]3[CH:13]=[C:12]([CH3:14])[N:11]=[CH:10]3)=[C:3]([O:2][CH3:1])[CH:4]=2)=[N:31][N:30]=1)[C:21]1[CH:26]=[CH:25][CH:24]=[CH:23][CH:22]=1 |f:3.4|. Reported procedure: A solution of [3-methoxy-4-(4-methyl-imidazol-1-yl)-phenyl]-thiourea (400 mg, 1.52 mmol) in acetone (25 ml) was treated with iodomethane (0.14 ml, 2.29 mmol) and stirred at 20° C. for 16 h. The reaction mixture was concentrated and the crude S-methyl-isothiourea redissolved in ethanol (25 ml). Phenylacetic acid hydrazide (252 mg, 1.52 mmol) was added and the mixture was refluxed for 16 h under argon. After cooling to 20° C., 2 N sodium hydroxide solution (5 ml) was added and the mixture was refl... The solvent is C1CCOC1.CO (THF MeOH). Reaction SMILES: [C:1]([O:5][C@@H:6]([C:12]1[C:21]([CH:22]=[CH2:23])=[CH:20][C:19]2[C:14](=[CH:15][CH:16]=[CH:17][CH:18]=2)[C:13]=1[C:24]1[CH:29]=[CH:28][C:27]([Cl:30])=[CH:26][CH:25]=1)[C:7]([O:9]CC)=[O:8])([CH3:4])([CH3:3])[CH3:2].[OH-].[Na+].CC(O)=O>C1COCC1.CO>[C:1]([O:5][C@@H:6]([C:12]1[C:21]([CH:22]=[CH2:23])=[CH:20][C:19]2[C:14](=[CH:15][CH:16]=[CH:17][CH:18]=2)[C:13]=1[C:24]1[CH:29]=[CH:28][C:27]([Cl:30])=[CH:26][CH:25]=1)[C:7]([OH:9])=[O:8])([CH3:2])([CH3:3])[CH3:4] |f:1.2,4.5|. Yields the product C(C)(C)(C)O[C@H](C(=O)O)C1=C(C2=CC=CC=C2C=C1C=C)C1=CC=C(C=C1)Cl ((S)-2-tert-butoxy-2-(1-(4-chlorophenyl)-3-vinylnaphthalen-2-yl)acetic acid). Procedure details: To a solution (S)-ethyl 2-tert-butoxy-2-(1-(4-chlorophenyl)-3-vinylnaphthalen-2-yl)acetate (7.4 mg, 0.0175 mmol) in THF/MeOH (1/1, 1 mL), was added NaOH (2 N, 280 L). The reaction mixture was stirred at room temperature overnight. Then the temperature was raised to 40° C. and the reaction mixture was stirred for 4 h. The reaction was then cooled down and neutralized by adding HOAc. The reaction mixture was concentrated in vacuo and the residue was purified by reverse phase HPLC (Gemini, 5 to 100... Reaction conditions: time 8 hour. Yield: 76.7%. The reactants are C(C)(C)(C)O[C@H](C(=O)OCC)C1=C(C2=CC=CC=C2C=C1C=C)C1=CC=C(C=C1)Cl ((S)-ethyl 2-tert-butoxy-2-(1-(4-chlorophenyl)-3-vinylnaphthalen-2-yl)acetate), [OH-].[Na+] (NaOH), CC(=O)O (HOAc). Starting materials: C=C(C)c1nc2ccnc(OCCCC)c2c2cc(F)ccc12, CCOC(C)=O, [Na+], [OH-], O, O=S(=O)(O)O. Yields the product C=C(C)c1nc2cc[nH]c(=O)c2c2cc(F)ccc12. RXN SMILES: [CH2:1]([CH2:2][CH2:3][CH3:4])[O:5][c:6]1[c:7]2[c:8]3[c:9]([c:10]([C:16](=[CH2:17])[CH3:18])[n:11][c:12]2[cH:13][cH:14][n:15]1)[cH:19][cH:20][c:21]([F:23])[cH:22]3.[CH3:32][CH2:33][O:34][C:35]([CH3:36])=[O:37].[Na+:30].[OH-:29].[OH2:31].[S:24](=[O:25])(=[O:26])([OH:27])[OH:28]>>[O:5]=[c:6]1[c:7]2[c:8]3[c:9]([c:10]([C:16](=[CH2:17])[CH3:18])[n:11][c:12]2[cH:13][cH:14][nH:15]1)[cH:19][cH:20][c:21]([F:23])[cH:22]3. The solvent is CCOCC (ether), CCOCC (ether). Procedure: Ethyl 4-(3-chloro-2-fluorophenyl)-3-methyl-2,4-dioxobutanoate: To the solution of LiHMDS (1 M in THF) (3.19 mL, 3.19 mmol) in ether (12 mL) at −78° C. was added dropwise a solution of Intermediate 47B (0.59 g, 3.16 mmol) in ether (2 mL). After 45 min., diethyl oxalate (0.492 mL, 3.60 mmol) was added in one portion, and the reaction was warmed to rt. After 18 h, the reaction mixture was filtered, washing with ether. The filtrate was diluted with EtOAc, washed with 1 N HCl, brine, dried over Na2SO... Reaction conditions: time 45 minute. Yield: 6.0%. Reaction SMILES: [Cl:1][C:2]1[C:3]([F:19])=[C:4]([C:8](=[O:18])[CH:9]([CH3:17])[C:10](=O)[C:11]([O:13]CC)=[O:12])[CH:5]=[CH:6][CH:7]=1.[Li+].C[Si]([N-:25][Si](C)(C)C)(C)C.C(OCC)(=O)C(OCC)=O>CCOCC>[Cl:1][C:2]1[C:3]([F:19])=[C:4]([C:8]2[O:18][N:25]=[C:10]([C:11]([OH:13])=[O:12])[C:9]=2[CH3:17])[CH:5]=[CH:6][CH:7]=1 |f:1.2|. Yields the product ClC=1C(=C(C=CC1)C1=C(C(=NO1)C(=O)O)C)F (5-(3-Chloro-2-fluorophenyl)-4-methylisoxazole-3-carboxylic acid). Starting materials: C(C(=O)OCC)(=O)OCC (diethyl oxalate), ClC=1C(=C(C=CC1)C(C(C(C(=O)OCC)=O)C)=O)F (Ethyl 4-(3-chloro-2-fluorophenyl)-3-methyl-2,4-dioxobutanoate), [Li+].C[Si](C)(C)[N-][Si](C)(C)C (LiHMDS), Intermediate 47B. Reactants: C(C)(C)(C)C=1C(=C(C=C(C=C2SC3=C(N(C2=O)CC2=NN=NN2)C=CC=C3)C1)C(COC1OCCCC1)(C)C)O (2-[5-tert.-Butyl-4-hydroxy-3-[1,1-dimethyl-2-(tetrahydropyran-2-yloxy)ethyl]benzylidene]-3,4-dihydro-3-oxo-4-(1H-tetrazol-5-ylmethyl)-2H-1,4-benzothiazine), O.C1(=CC=C(C=C1)S(=O)(=O)O)C (p-toluenesulfonic acid monohydrate), [Cl-].[Na+] (sodium chloride). Solvent: CO (methanol), C(Cl)(Cl)Cl (chloroform). Conditions: temperature 60 celsius, time 3 hour. Yields the product C(C)(C)(C)C=1C(=C(C=C(C=C2SC3=C(N(C2=O)CC2=NN=NN2)C=CC=C3)C1)C(CO)(C)C)O (2-[5-tert.-Butyl-3-(2-hydroxy-1,1-dimethylethyl)-4hydroxybenzylidene]-3,4-dihydro-3-oxo-4-(1H-tetrazol-5-ylmethyl)-2H-1, 4 -benzothiazine). Yield: 60.7%. RXN SMILES: [C:1]([C:5]1[C:6]([OH:40])=[C:7]([C:29]([CH3:39])([CH3:38])[CH2:30][O:31]C2CCCCO2)[CH:8]=[C:9]([CH:28]=1)[CH:10]=[C:11]1[C:16](=[O:17])[N:15]([CH2:18][C:19]2[NH:23][N:22]=[N:21][N:20]=2)[C:14]2[CH:24]=[CH:25][CH:26]=[CH:27][C:13]=2[S:12]1)([CH3:4])([CH3:3])[CH3:2].O.C1(C)C=CC(S(O)(=O)=O)=CC=1.[Cl-].[Na+]>CO.C(Cl)(Cl)Cl>[C:1]([C:5]1[C:6]([OH:40])=[C:7]([C:29]([CH3:39])([CH3:38])[CH2:30][OH:31])[CH:8]=[C:9]([CH:28]=1)[CH:10]=[C:11]1[C:16](=[O:17])[N:15]([CH2:18][C:19]2[NH:23][N:22]=[N:21][N:20]=2)[C:14]2[CH:24]=[CH:25][CH:26]=[CH:27][C:13]=2[S:12]1)([CH3:4])([CH3:2])[CH3:3] |f:1.2,3.4|. Procedure details: 2-[5-tert.-Butyl-4-hydroxy-3-[1,1-dimethyl-2-(tetrahydropyran-2-yloxy)ethyl]benzylidene]-3,4-dihydro-3-oxo-4-(1H-tetrazol-5-ylmethyl)-2H-1,4-benzothiazine (compound No. 2-2, 0.31 g) was dissolved in a mixture of methanol (5 ml) and chloroform (1 ml). To the mixture, p-toluenesulfonic acid monohydrate (0.05 g) was added and the mixture was stirred for 3 hours at 60° C. Saturated sodium chloride solution was added to the mixture and the whole was extracted with ethyl acetate. The organic layer was...